This data is from the Open Reaction Database (ORD), a public repository of structured organic reaction records. The task is: describe an organic reaction: reactants, conditions, products, and yield The product is BrC1=C(C=CC=C1)C(F)(F)Br (1-Bromo-2-[bromo(difluoro)methyl]benzene). Reaction SMILES: [Br:1][C:2]1[CH:7]=[CH:6][CH:5]=[CH:4][C:3]=1[CH:8]([F:10])[F:9].[Br:11]N1C(=O)CCC1=O>C(Cl)(Cl)(Cl)Cl.CCCCCC>[Br:1][C:2]1[CH:7]=[CH:6][CH:5]=[CH:4][C:3]=1[C:8]([Br:11])([F:10])[F:9]. Conditions: time 3 day. Solvent: C(Cl)(Cl)(Cl)Cl (carbon tetrachloride), CCCCCC (hexane). Starting materials: BrC1=C(C=CC=C1)C(F)F (1-bromo-2-difluoromethylbenzene), BrN1C(CCC1=O)=O (N-bromosuccinimide). Procedure details: A solution of 1-bromo-2-difluoromethylbenzene (9.6 g, 46.8 mmol) and N-bromosuccinimide (24.8 g, 139 mmol) in carbon tetrachloride (100 mL) was irradiated with a sunlamp. After 3 days, the reaction mixture was diluted with hexane, the precipitate was filtered off, and the collected organic filtrate was concentrated in vacuo. Purification by flash chromatography on silica gel (100% hexanes) provided the title compound: 1H NMR (500 M=Hz, CD2Cl2) δ7.74 (d, J=8.0 Hz, 1H), 7.66 (dd, J=8.0, 1.5 Hz, 1H... The reactants are C(#N)C1=CC(=C(C=C1)S(=O)(=O)N1[C@H](CN(CC1)C(=O)OC(C)(C)C)C)C (1,1-dimethylethyl (3S)-4-[(4-cyano-2-methylphenyl)sulfonyl]-3-methyl-1-piperazinecarboxylate), C(=O)(C(F)(F)F)O (TFA). The solvent is C(Cl)Cl (DCM). Product: CC=1C=C(C#N)C=CC1S(=O)(=O)N1[C@H](CNCC1)C (3-methyl-4-{[(2S)-2-methyl-1-piperazinyl]sulfonyl}benzonitrile). The yield is 91.5%. As a reaction SMILES: [C:1]([C:3]1[CH:8]=[CH:7][C:6]([S:9]([N:12]2[CH2:17][CH2:16][N:15](C(OC(C)(C)C)=O)[CH2:14][C@@H:13]2[CH3:25])(=[O:11])=[O:10])=[C:5]([CH3:26])[CH:4]=1)#[N:2].C(O)(C(F)(F)F)=O>C(Cl)Cl>[CH3:26][C:5]1[CH:4]=[C:3]([CH:8]=[CH:7][C:6]=1[S:9]([N:12]1[CH2:17][CH2:16][NH:15][CH2:14][C@@H:13]1[CH3:25])(=[O:10])=[O:11])[C:1]#[N:2]. Reported procedure: A solution of 1,1-dimethylethyl (3S)-4-[(4-cyano-2-methylphenyl)sulfonyl]-3-methyl-1-piperazinecarboxylate (may be prepared as described in Description 16) (3.71 g, 9.78 mmol) and TFA (5.00 ml, 64.9 mmol) in dry DCM (15 ml) was stirred at rt for 1 h, then concentrated under vacuum, azeotroping with toluene (25 ml). The residue was dissolved in MeOH (20 ml) and added to an SCX-2 cartridge (50 g), washing with MeOH. The product was eluted with 2M NH3 in MeOH; concentration under vacuum gave the ti... The reactants are ClC1=CC=C(C=C1)S(=O)(=O)N([C@@H](CCCS(=O)(=O)NC)C)C1=C(C=CC(=C1)Cl)Cl (4-chloro-N-[2,5-dichlorophenyl]-N-[4-[(methylamino)sulfonyl]-1(R)-methylbutyl]benzenesulfonamide), C(CCCC)S(=O)(=O)Cl (pentylsulfonyl chloride), CNC (dimethylamine). The product is ClC1=CC=C(C=C1)S(=O)(=O)N([C@@H](CCCS(=O)(=O)N(C)C)C)C1=C(C=CC(=C1)Cl)Cl (4-chloro-N-[2,5-dichlorophenyl]-N-[4-(dimethylaminosulfonyl)-1(R)-methylbutyl]-benzenesulfonamide). Isolated yield 65.0%. Reaction SMILES: [Cl:1][C:2]1[CH:7]=[CH:6][C:5]([S:8]([N:11]([C:22]2[CH:27]=[C:26]([Cl:28])[CH:25]=[CH:24][C:23]=2[Cl:29])[C@H:12]([CH3:21])[CH2:13][CH2:14][CH2:15][S:16]([NH:19][CH3:20])(=[O:18])=[O:17])(=[O:10])=[O:9])=[CH:4][CH:3]=1.[CH2:30](S(Cl)(=O)=O)CCCC.CNC>>[Cl:1][C:2]1[CH:7]=[CH:6][C:5]([S:8]([N:11]([C:22]2[CH:27]=[C:26]([Cl:28])[CH:25]=[CH:24][C:23]=2[Cl:29])[C@H:12]([CH3:21])[CH2:13][CH2:14][CH2:15][S:16]([N:19]([CH3:30])[CH3:20])(=[O:17])=[O:18])(=[O:10])=[O:9])=[CH:4][CH:3]=1. Procedure details: 4-chloro-N-[2,5-dichlorophenyl]-N-[4-(dimethylaminosulfonyl)-1(R)-methylbutyl]-benzenesulfonamide was prepared analogous to 4-chloro-N-[2,5-dichlorophenyl]-N-[4-[(methylamino)sulfonyl]-1(R)-methylbutyl]benzenesulfonamide by reacting (4R)-4-[2,5-dichlorophenyl][4-chlorophenyl)sulfonyl]-amino]pentylsulfonyl chloride with dimethylamine. Yield=65%; MS (ESI+), 513 (M+H)+. Reaction SMILES: [CH3:16][CH2:17][OH:18].[CH3:1][O:2][c:3]1[cH:4][c:5]([CH:9]([CH2:10][NH2:11])[CH2:12][CH3:13])[cH:6][cH:7][cH:8]1.[CH:19]([OH:20])=[O:21].[K+:15].[OH-:14]>>[CH3:1][O:2][c:3]1[cH:4][c:5]2[c:6]([cH:7][cH:8]1)[CH2:16][NH:11][CH2:10][CH:9]2[CH2:12][CH3:13]. Reactants: CCO, CCC(CN)c1cccc(OC)c1, O=CO, [K+], [OH-]. The product is CCC1CNCc2ccc(OC)cc21. The reactants are CC(C)(C)OC(=O)N1CCC(COc2ccc(-c3ccc(Br)cn3)cc2)CC1, CS(=O)O, CS(C)=O, [Na+], [Na], [OH-], O=C(O)C1CCCN1. Yields the product CC(C)(C)OC(=O)N1CCC(COc2ccc(-c3ccc(S(C)(=O)=O)cn3)cc2)CC1. Reaction SMILES: [Br:1][c:2]1[cH:3][cH:4][c:5](-[c:8]2[cH:9][cH:10][c:11]([O:14][CH2:15][CH:16]3[CH2:17][CH2:18][N:19]([C:22](=[O:23])[O:24][C:25]([CH3:26])([CH3:27])[CH3:28])[CH2:20][CH2:21]3)[cH:12][cH:13]2)[n:6][cH:7]1.[CH3:30][S:31](=[O:32])[OH:33].[CH3:44][S:45]([CH3:46])=[O:47].[Na+:43].[Na:29].[OH-:42].[OH:34][C:35]([CH:36]1[NH:37][CH2:38][CH2:39][CH2:40]1)=[O:41]>>[c:2]1([S:31]([CH3:30])(=[O:32])=[O:33])[cH:3][cH:4][c:5](-[c:8]2[cH:9][cH:10][c:11]([O:14][CH2:15][CH:16]3[CH2:17][CH2:18][N:19]([C:22](=[O:23])[O:24][C:25]([CH3:26])([CH3:27])[CH3:28])[CH2:20][CH2:21]3)[cH:12][cH:13]2)[n:6][cH:7]1.